Dataset: the Open Reaction Database (ORD), a public repository of structured organic reaction records. Task: describe an organic reaction: reactants, conditions, products, and yield Starting materials: BrC=1C=C2CCC(NC2=CC1)=O (6-bromo-3,4-dihydro-1H-quinolin-2-one), CC(C)(C)[O-].[K+] (potassium tert-butylate), C(C)(C)Br (isopropyl bromide). Solvent: CN(C)C=O (DMF), CN(C)C=O (DMF), Cl (HCl). Reaction conditions: time 30 minute. The product is BrC=1C=C2CCC(N(C2=CC1)C(C)C)=O (6-bromo-1-isopropyl-3,4-dihydro-1H-quinolin-2-one). Yield: 38.9%. Reaction SMILES: [Br:1][C:2]1[CH:3]=[C:4]2[C:9](=[CH:10][CH:11]=1)[NH:8][C:7](=[O:12])[CH2:6][CH2:5]2.[CH3:13][C:14]([O-])(C)[CH3:15].[K+].C(Br)(C)C>CN(C=O)C.Cl>[Br:1][C:2]1[CH:3]=[C:4]2[C:9](=[CH:10][CH:11]=1)[N:8]([CH:14]([CH3:15])[CH3:13])[C:7](=[O:12])[CH2:6][CH2:5]2 |f:1.2|. Reported procedure: To a solution of 6-bromo-3,4-dihydro-1H-quinolin-2-one (750 mg, 3.32 mmol) in 20 ml dry DMF was added potassium tert-butylate (804 mg, 6.64 mmol). After the mixture was stirred for 30 min at room temperature, a solution of isopropyl bromide (814 mg, 6.64 mmol) in 10 ml dry DMF was added and the mixture heated to 80° C. After stirring for additional 48 h, the mixture was cooled to room temperature and diluted with 150 ml 1 N HCl. Extraction with ethyl acetate (2×100 mL) followed by washing of the... Starting materials: C(=O)(O)C12CCC(CC1)(CC2)NCC(=O)N2[C@@H](C[C@@H](C2)F)C#N ((2S,4S)-1-[[N-(4-carboxybicyclo[2.2.2]oct-1-yl)amino]acetyl]-4-fluoropyrrolidine-2-carbonitrile), C(CC)C1=CC=C(N)C=C1 (4-propylaniline). Product: F[C@H]1C[C@H](N(C1)C(CNC12CCC(CC1)(CC2)C(=O)NC2=CC=C(C=C2)CCC)=O)C#N ((2S,4S)-4-fluoro-1-[[N-[4-[N-(4-propylphenyl)amino]carbonylbicyclo[2.2.2]oct-1-yl]amino]acetyl]pyrrolidine-2-carbonitrile). Yield: 28.0%. As a reaction SMILES: [C:1]([C:4]12[CH2:11][CH2:10][C:7]([NH:12][CH2:13][C:14]([N:16]3[CH2:20][C@@H:19]([F:21])[CH2:18][C@H:17]3[C:22]#[N:23])=[O:15])([CH2:8][CH2:9]1)[CH2:6][CH2:5]2)([OH:3])=O.[CH2:24]([C:27]1[CH:33]=[CH:32][C:30]([NH2:31])=[CH:29][CH:28]=1)[CH2:25][CH3:26]>>[F:21][C@@H:19]1[CH2:20][N:16]([C:14](=[O:15])[CH2:13][NH:12][C:7]23[CH2:8][CH2:9][C:4]([C:1]([NH:31][C:30]4[CH:32]=[CH:33][C:27]([CH2:24][CH2:25][CH3:26])=[CH:28][CH:29]=4)=[O:3])([CH2:11][CH2:10]2)[CH2:5][CH2:6]3)[C@H:17]([C:22]#[N:23])[CH2:18]1. Procedure: In a similar manner to Example 63, (2S,4S)-1-[[N-(4-carboxybicyclo[2.2.2]oct-1-yl)amino]acetyl]-4-fluoropyrrolidine-2-carbonitrile (50.0 mg) and 4-propylaniline (46.0 mg) were used to obtain (2S,4S)-4-fluoro-1-[[N-[4-[N-(4-propylphenyl)amino]carbonylbicyclo[2.2.2]oct-1-yl]amino]acetyl]pyrrolidine-2-carbonitrile (19.1 mg). Starting materials: Cc1cccc(C(O)C(O[Si](C)(C)C(C)(C)C)c2ccncc2)c1, CCOC(C)=O, C1CCOC1, CCCCCC. The product is Cc1cccc(C(O)C(O)c2ccncc2)c1. As a reaction SMILES: [C:1]([Si:2]([CH3:3])([CH3:4])[O:6][CH:7]([CH:8]([OH:9])[c:10]1[cH:11][c:12]([CH3:16])[cH:13][cH:14][cH:15]1)[c:17]1[cH:18][cH:19][n:20][cH:21][cH:22]1)([CH3:5])([CH3:23])[CH3:24].[C:25]([O:26][CH2:27][CH3:28])(=[O:29])[CH3:30].[CH2:37]1[O:38][CH2:39][CH2:40][CH2:41]1.[CH3:31][CH2:32][CH2:33][CH2:34][CH2:35][CH3:36]>>[OH:6][CH:7]([CH:8]([OH:9])[c:10]1[cH:11][c:12]([CH3:16])[cH:13][cH:14][cH:15]1)[c:17]1[cH:18][cH:19][n:20][cH:21][cH:22]1. Product: CCc1ccc(NCc2cc(OC)c(OC)c(OC)c2)cc1. Reaction SMILES: [BH4-:23].[CH2:1]([CH3:2])[c:3]1[cH:4][cH:5][c:6]([N:7]=[CH:8][c:9]2[cH:10][c:11]([O:19][CH3:20])[c:12]([O:17][CH3:18])[c:13]([O:15][CH3:16])[cH:14]2)[cH:21][cH:22]1.[CH3:25][c:26]1[cH:27][cH:28][c:29]([NH:30][CH2:31][c:32]2[cH:33][c:34]([O:35][CH3:36])[c:37]([O:38][CH3:39])[c:40]([O:41][CH3:42])[cH:43]2)[cH:44][cH:45]1.[Na+:24]>>[CH2:1]([CH3:2])[c:3]1[cH:4][cH:5][c:6]([NH:7][CH2:8][c:9]2[cH:10][c:11]([O:19][CH3:20])[c:12]([O:17][CH3:18])[c:13]([O:15][CH3:16])[cH:14]2)[cH:21][cH:22]1. Starting materials: [BH4-], CCc1ccc(N=Cc2cc(OC)c(OC)c(OC)c2)cc1, COc1cc(CNc2ccc(C)cc2)cc(OC)c1OC, [Na+]. Reactants: C(C)OC(=O)[C@H]1N(C2=CC=CC=C2C1)C([C@H](C(C)C)NC([C@H](C)N(C)C(=O)OC(C)(C)C)=O)=O ((S)-1-{(S)-2-[(S)-2-(tert-butoxycarbonyl-methyl-amino)-propionylamino]-3-methyl-butyryl}-2,3-dihydro-1H-indole-2-carboxylic acid ethyl ester), [OH-].[Li+] (lithium hydroxide). The solvent is C1CCOC1.O.CO (THF water methanol). Run at temperature 23 celsius, time 2.5 hour. Product: C(C)(C)(C)OC(=O)N([C@H](C(=O)N[C@H](C(=O)N1[C@@H](CC2=CC=CC=C12)C(=O)O)C(C)C)C)C ((S)-1-{(S)-2-[(S)-2-(tert-butoxycarbonyl-methyl-amino)-propionylamino]-3-methyl-butyryl}-2,3-dihydro-1H-indole-2-carboxylic acid). Isolated yield 97.9%. RXN SMILES: C([O:3][C:4]([C@@H:6]1[CH2:14][C:13]2[C:8](=[CH:9][CH:10]=[CH:11][CH:12]=2)[N:7]1[C:15](=[O:34])[C@@H:16]([NH:20][C:21](=[O:33])[C@@H:22]([N:24]([C:26]([O:28][C:29]([CH3:32])([CH3:31])[CH3:30])=[O:27])[CH3:25])[CH3:23])[CH:17]([CH3:19])[CH3:18])=[O:5])C.[OH-].[Li+]>C1COCC1.O.CO>[C:29]([O:28][C:26]([N:24]([CH3:25])[C@@H:22]([CH3:23])[C:21]([NH:20][C@@H:16]([CH:17]([CH3:18])[CH3:19])[C:15]([N:7]1[C:8]2[C:13](=[CH:12][CH:11]=[CH:10][CH:9]=2)[CH2:14][C@H:6]1[C:4]([OH:5])=[O:3])=[O:34])=[O:33])=[O:27])([CH3:32])([CH3:31])[CH3:30] |f:1.2,3.4.5|. Reported procedure: To a solution of (S)-1-{(S)-2-[(S)-2-(tert-butoxycarbonyl-methyl-amino)-propionylamino]-3-methyl-butyryl}-2,3-dihydro-1H-indole-2-carboxylic acid ethyl ester (2.93 g, 6.16 mmol) in THF/water/methanol (3:1:1; 60 mL) was added 1 M aqueous lithium hydroxide (18.5 mL, 18.5 mmol). The reaction mixture was stirred at 23° C. for 2.5 h and then concentrated in vacuo. The residue was diluted with water and acidified with 6 M and then 1 M aqueous HCl to pH˜2. The mixture was extracted with EtOAc, the orga... Reactants: ClC=1C=C2C(=NN(C2=CC1)C=1N=C2C(=NC1)N(C=C2C(=O)NC(CO)(C)C)COCC[Si](C)(C)C)C (2-(5-Chloro-3-methyl-1H-indazol-1-yl)-N-(1-hydroxy-2-methylpropan-2-yl)-5-((2-(trimethylsilyl)ethoxy)methyl)-5H-pyrrolo[2,3-b]pyrazine-7-carboxamide), FC(C(=O)O)(F)F (trifluoroacetic acid). Run in ClCCl (dichloromethane). Conditions: time 15 hour. The product is OCC(C)(C)NC(=O)C1=CNC2=NC=C(N=C21)N2N=C(C1=CC(=CC=C21)Cl)C (2-(5-chloro-3-methyl-indazol-1-yl)-5H-pyrrolo[2,3-b]pyrazine-7-carboxylic acid (2hydroxy-1,1-dimethyl-ethyl)-amide). The yield is 77.7%. As a reaction SMILES: [Cl:1][C:2]1[CH:3]=[C:4]2[C:8](=[CH:9][CH:10]=1)[N:7]([C:11]1[N:12]=[C:13]3[C:19]([C:20]([NH:22][C:23]([CH3:27])([CH3:26])[CH2:24][OH:25])=[O:21])=[CH:18][N:17](COCC[Si](C)(C)C)[C:14]3=[N:15][CH:16]=1)[N:6]=[C:5]2[CH3:36].FC(F)(F)C(O)=O>ClCCl>[OH:25][CH2:24][C:23]([NH:22][C:20]([C:19]1[C:13]2[C:14](=[N:15][CH:16]=[C:11]([N:7]3[C:8]4[C:4](=[CH:3][C:2]([Cl:1])=[CH:10][CH:9]=4)[C:5]([CH3:36])=[N:6]3)[N:12]=2)[NH:17][CH:18]=1)=[O:21])([CH3:27])[CH3:26]. Reported procedure: 2-(5-Chloro-3-methyl-1H-indazol-1-yl)-N-(1-hydroxy-2-methylpropan-2-yl)-5-((2-(trimethylsilyl)ethoxy)methyl)-5H-pyrrolo[2,3-b]pyrazine-7-carboxamide (80 mg, 151 μmol) was dissolved in dichloromethane (2 mL) and trifluoroacetic acid (1 mL) added. After stirring for 15 h the mixture was concentrated in vacuo, a Jan. 10, 1960 mixture of ammonium hydroxide/methanol/dichloromethane (25 mL) added, and the mixture stirred for 1 h then concentrated in vacuo. Purification by chromatography (silica, 24 g ... Reactants: CC(C)(O)C(c1cc(F)cc(F)c1)C1CN(C(c2ccc(Cl)cc2)c2ccc(Cl)cc2)C1, ClCCl, F, [Na+], [Na+], O=C([O-])O, [OH-], c1ccncc1. The product is CC(C)(F)C(c1cc(F)cc(F)c1)C1CN(C(c2ccc(Cl)cc2)c2ccc(Cl)cc2)C1. As a reaction SMILES: [Cl:1][c:2]1[cH:3][cH:4][c:5]([CH:8]([N:9]2[CH2:10][CH:11]([CH:13]([C:14]([CH3:15])([OH:16])[CH3:17])[c:18]3[cH:19][c:20]([F:25])[cH:21][c:22]([F:24])[cH:23]3)[CH2:12]2)[c:26]2[cH:27][cH:28][c:29]([Cl:32])[cH:30][cH:31]2)[cH:6][cH:7]1.[Cl:47][CH2:48][Cl:49].[FH:46].[Na+:34].[Na+:39].[O-:35][C:36]([OH:37])=[O:38].[OH-:33].[n:40]1[cH:41][cH:42][cH:43][cH:44][cH:45]1>>[Cl:1][c:2]1[cH:3][cH:4][c:5]([CH:8]([N:9]2[CH2:10][CH:11]([CH:13]([C:14]([CH3:15])([CH3:17])[F:46])[c:18]3[cH:19][c:20]([F:25])[cH:21][c:22]([F:24])[cH:23]3)[CH2:12]2)[c:26]2[cH:27][cH:28][c:29]([Cl:32])[cH:30][cH:31]2)[cH:6][cH:7]1. Reactants: O1C(COCC1)=O (p-Dioxanone), CC1NC(COC1=O)=O (3-methyl-2,5- morpholinedione), C(CCCCCCCCCCC)O (1-dodecanol), CCCCC(CC)C(=O)[O-].CCCCC(CC)C(=O)[O-].[Sn+2] (stannous octoate). The solvent is C1(=CC=CC=C1)C (toluene). The product is O1C(COCC1)=O.CC1NC(COC1=O)=O (p-Dioxanone 3-Methyl-2,5-Morpholinedione). Reaction SMILES: [O:1]1[CH2:6][CH2:5][O:4][CH2:3][C:2]1=[O:7].[CH3:8][CH:9]1[C:14](=[O:15])[O:13][CH2:12][C:11](=[O:16])[NH:10]1.C(O)CCCCCCCCCCC.CCCCC(C([O-])=O)CC.CCCCC(C([O-])=O)CC.[Sn+2]>C1(C)C=CC=CC=1>[O:1]1[CH2:6][CH2:5][O:4][CH2:3][C:2]1=[O:7].[CH3:8][CH:9]1[C:14](=[O:15])[O:13][CH2:12][C:11](=[O:16])[NH:10]1 |f:3.4.5,7.8|. Procedure: p-Dioxanone (12.8 g, 0.125 moles), 3-methyl-2,5- morpholinedione (0.5 g, 0.00388 moles), 1-dodecanol (0.0369 g, 0.000198 moles), and a catalytic amount of stannous octoate (0.025 ml of a 0.33 M toluene solution, 0.0000083 moles) are heated and magnetically mixed in a flame and vacuum dried, sealed glass ampoule according to the following temperature/time scheme: The reactants are CC(C)C(Nc1nc2ccnc(Cl)c2c2cc(Br)ccc12)C(F)(F)F, C1CCOC1, CCOC(C)=O, Cl. The product is CC(C)C(Nc1nc2cc[nH]c(=O)c2c2cc(Br)ccc12)C(F)(F)F. Reaction SMILES: [Br:1][c:2]1[cH:3][c:4]2[c:5]([c:6]([NH:15][CH:16]([CH:17]([CH3:18])[CH3:19])[C:20]([F:21])([F:22])[F:23])[n:7][c:8]3[cH:9][cH:10][n:11][c:12]([Cl:14])[c:13]23)[cH:24][cH:25]1.[CH2:26]1[CH2:29][CH2:28][CH2:27][O:30]1.[CH3:32][CH2:33][O:34][C:35]([CH3:36])=[O:37].[ClH:31]>>[Br:1][c:2]1[cH:3][c:4]2[c:5]([c:6]([NH:15][CH:16]([CH:17]([CH3:18])[CH3:19])[C:20]([F:21])([F:22])[F:23])[n:7][c:8]3[cH:9][cH:10][nH:11][c:12](=[O:30])[c:13]23)[cH:24][cH:25]1. The reactants are CC(=O)OC(C)=O, Cc1ccccc1, CC1Cc2ccccc2C1N, [K+], [OH-], O. Yields the product CC(=O)NC1c2ccccc2CC1C. Reaction SMILES: [CH3:1][C:2]([O:3][C:5](=[O:6])[CH3:7])=[O:4].[CH3:21][c:22]1[cH:23][cH:24][cH:25][cH:26][cH:27]1.[CH3:8][CH:9]1[CH:10]([NH2:18])[c:11]2[cH:12][cH:13][cH:14][cH:15][c:16]2[CH2:17]1.[K+:20].[OH-:19].[OH2:28]>>[C:5](=[O:6])([CH3:7])[NH:18][CH:10]1[CH:9]([CH3:8])[CH2:17][c:16]2[c:11]1[cH:12][cH:13][cH:14][cH:15]2.